From a dataset of the Open Reaction Database (ORD), a public repository of structured organic reaction records. describe an organic reaction: reactants, conditions, products, and yield Reactants: COC(OC)OC, CO, Nc1ccc(C(F)(F)F)cc1, O=S(=O)(O)O. Product: CNc1ccc(C(F)(F)F)cc1. As a reaction SMILES: [CH3:12][O:13][CH:14]([O:15][CH3:16])[O:17][CH3:18].[CH3:24][OH:25].[F:1][C:2]([c:3]1[cH:4][cH:5][c:6]([NH2:7])[cH:8][cH:9]1)([F:10])[F:11].[S:19](=[O:20])(=[O:21])([OH:22])[OH:23]>>[F:1][C:2]([c:3]1[cH:4][cH:5][c:6]([NH:7][CH3:12])[cH:8][cH:9]1)([F:10])[F:11]. Reactants: Cl.C1(=C(C=CC=C1)NN)C (o-tolylhydrazine hydrochloride), C(C(=O)C)(=O)OC (methyl pyruvate), COC(N(C)C)OC (dimethylformamide dimethylacetal), residue. Solvent: C(C)(=O)O (acetic acid). Run at temperature 80 celsius, time 24 hour. Yields the product CC1=C(C=CC=C1)N1N=CC=C1C(=O)OC (Methyl 1-[2-methylphenyl]pyrazole-5-carboxylate). The yield is 49.6%. Reaction SMILES: [C:1]([O:6][CH3:7])(=[O:5])[C:2]([CH3:4])=O.COC(OC)[N:11]([CH3:13])C.Cl.[C:17]1([CH3:25])[CH:22]=[CH:21][CH:20]=[CH:19][C:18]=1[NH:23]N>C(O)(=O)C>[CH3:25][C:17]1[CH:22]=[CH:21][CH:20]=[CH:19][C:18]=1[N:23]1[C:2]([C:1]([O:6][CH3:7])=[O:5])=[CH:4][CH:13]=[N:11]1 |f:2.3|. Procedure details: A neat mixture of methyl pyruvate (11.37 mL, 125.9 mmol) and dimethylformamide dimethylacetal (16.72 mL, 125.9 mmol) was stirred at 80° C. for 24 h. The mixture was cooled and concentrated. A portion of the residue (4.00 g, 25.45 mmol) was dissolved in 50 mL of glacial acetic acid and then there was added o-tolylhydrazine hydrochloride (4.44 g, 27.99 mmol). This mixture was stirred at 100° C. for 18 h and then was cooled and concentrated. The residue was dissolved in ethyl acetate, washed with s...